From a dataset of the Open Reaction Database (ORD), a public repository of structured organic reaction records. describe an organic reaction: reactants, conditions, products, and yield Product: CCOC(=O)c1coc(-c2ccc(OC(F)F)c3oc4ccc(N)cc4c23)n1. As a reaction SMILES: [C:33].[CH3:1][OH:2].[CH3:35][CH2:36][O:37][C:38](=[O:39])[CH3:40].[F:3][CH:4]([O:5][c:6]1[cH:7][cH:8][c:9](-[c:22]2[o:23][cH:24][c:25]([C:27](=[O:28])[O:29][CH2:30][CH3:31])[n:26]2)[c:10]2[c:11]1[o:12][c:13]1[c:14]2[cH:15][c:16]([N+:19]([O-:20])=[O:21])[cH:17][cH:18]1)[F:32].[Pd:34]>>[F:3][CH:4]([O:5][c:6]1[cH:7][cH:8][c:9](-[c:22]2[o:23][cH:24][c:25]([C:27](=[O:28])[O:29][CH2:30][CH3:31])[n:26]2)[c:10]2[c:11]1[o:12][c:13]1[c:14]2[cH:15][c:16]([NH2:19])[cH:17][cH:18]1)[F:32]. The reactants are C, CO, CCOC(C)=O, CCOC(=O)c1coc(-c2ccc(OC(F)F)c3oc4ccc([N+](=O)[O-])cc4c23)n1, [Pd]. The reactants are CC(=O)O, O=Cc1cc2c(N3CCOCC3)nc(Cl)nc2s1, ClCCCl, OC1CCNCC1. Product: OC1CCN(Cc2cc3c(N4CCOCC4)nc(Cl)nc3s2)CC1. Reaction SMILES: [C:26]([OH:27])(=[O:28])[CH3:29].[Cl:1][c:2]1[n:3][c:4]([N:13]2[CH2:14][CH2:15][O:16][CH2:17][CH2:18]2)[c:5]2[c:6]([n:7]1)[s:8][c:9]([CH:11]=[O:12])[cH:10]2.[Cl:30][CH2:31][CH2:32][Cl:33].[NH:19]1[CH2:20][CH2:21][CH:22]([OH:25])[CH2:23][CH2:24]1>>[Cl:1][c:2]1[n:3][c:4]([N:13]2[CH2:14][CH2:15][O:16][CH2:17][CH2:18]2)[c:5]2[c:6]([n:7]1)[s:8][c:9]([CH2:11][N:19]1[CH2:20][CH2:21][CH:22]([OH:25])[CH2:23][CH2:24]1)[cH:10]2.